Dataset: the Open Reaction Database (ORD), a public repository of structured organic reaction records. Task: describe an organic reaction: reactants, conditions, products, and yield The reactants are C(\C=C\C(=O)O)(=O)O.C(C)(C)OCCN(C(CCl)=O)C1=CC=C(C(=O)N2CCN(CC2)CCC2=CC=C(C=C2)Cl)C=C1 (1-{4-[N-(2-isopropyloxyethyl)-N-chloroacetylamino]benzoyl}-4-[2-(4-chlorophenyl)ethyl]piperazine fumarate), N1CCCCC1 (piperidine). Product: C(C)(C)OCCN(C(CN1CCCCC1)=O)C1=CC=C(C(=O)N2CCN(CC2)CCC2=CC=C(C=C2)Cl)C=C1 (1-{4-[N-(2-isopropyloxyethyl)-N-piperidinoacetylamino]benzoyl}-4-[2-(4-chlorophenyl)ethyl]piperazine). RXN SMILES: C(O)(=O)/C=C/C(O)=O.[CH:9]([O:12][CH2:13][CH2:14][N:15]([C:20]1[CH:42]=[CH:41][C:23]([C:24]([N:26]2[CH2:31][CH2:30][N:29]([CH2:32][CH2:33][C:34]3[CH:39]=[CH:38][C:37]([Cl:40])=[CH:36][CH:35]=3)[CH2:28][CH2:27]2)=[O:25])=[CH:22][CH:21]=1)[C:16](=[O:19])[CH2:17]Cl)([CH3:11])[CH3:10].[NH:43]1[CH2:48][CH2:47][CH2:46][CH2:45][CH2:44]1>>[CH:9]([O:12][CH2:13][CH2:14][N:15]([C:20]1[CH:42]=[CH:41][C:23]([C:24]([N:26]2[CH2:31][CH2:30][N:29]([CH2:32][CH2:33][C:34]3[CH:35]=[CH:36][C:37]([Cl:40])=[CH:38][CH:39]=3)[CH2:28][CH2:27]2)=[O:25])=[CH:22][CH:21]=1)[C:16](=[O:19])[CH2:17][N:43]1[CH2:48][CH2:47][CH2:46][CH2:45][CH2:44]1)([CH3:10])[CH3:11] |f:0.1|. Reported procedure: Analogously to Example 51, 1-{4-[N-(2-isopropyloxyethyl)-N-chloroacetylamino]benzoyl}-4-[2-(4-chlorophenyl)ethyl]piperazine (Example 3) and piperidine are reacted, yielding 1-{4-[N-(2-isopropyloxyethyl)-N-piperidinoacetylamino]benzoyl}-4-[2-(4-chlorophenyl)ethyl]piperazine. The difumarate thereof melts at 179°-180°.